describe an organic reaction: reactants, conditions, products, and yield From a dataset of the Open Reaction Database (ORD), a public repository of structured organic reaction records. The reactants are CNC(=O)C=1C(=C(C(=C(C1OC)[N+](=O)[O-])C(NC)=O)OC)[N+](=O)[O-] (3,6-Bis(methylcarbamyl)-1,4-dimethoxy-2,5-dinitrobenzene), CO (methanol), Cl (hydrochloric acid). The reagents and catalysts are [Pd] (Pd/C). Solvent: C(CCC)O.C(C)(=O)O.O (n-butanol acetic acid water). Conditions: time 4 hour. Product: CNC(=O)C=1C(=C(C(=C(C1OC)N)C(NC)=O)OC)N (3,6-Bis(methylcarbamyl)-1,4-dimethoxy-2,5-diaminobenzene). RXN SMILES: [CH3:1][NH:2][C:3]([C:5]1[C:6]([N+:22]([O-])=O)=[C:7]([O:20][CH3:21])[C:8]([C:16](=[O:19])[NH:17][CH3:18])=[C:9]([N+:13]([O-])=O)[C:10]=1[O:11][CH3:12])=[O:4].CO.Cl>[Pd].C(O)CCC.C(O)(=O)C.O>[CH3:18][NH:17][C:16]([C:8]1[C:9]([NH2:13])=[C:10]([O:11][CH3:12])[C:5]([C:3](=[O:4])[NH:2][CH3:1])=[C:6]([NH2:22])[C:7]=1[O:20][CH3:21])=[O:19] |f:4.5.6|. Reported procedure: A mixture consisting of 978 mg (2.84 mmol) of 7, 100 mg 5% Pd/C, and 100 mL of methanol was shaken under 50 psi of H2 for 4 hours. Upon completing the reduction, 10 mL of concentrated hydrochloric acid was added to the reaction mixture with stirring. After filtering the solution through CELITE and washing the filtrate with methanol, the solvent was removed in vacuo and the residue dried for several hours. The dihydrochloride salt of 9 was recrystallized by dissolution in a minimum amount of hot ... Reactants: 3-[, C(#N)C=1C=NN(C1C(C(=O)Cl)=C)C1=C(C=C(C=C1Cl)C(F)(F)F)Cl ([4-cyano-1-(2,6-dichloro-4-trifluoromethylphenyl)-1H-pyrazol-5-yl]acrylic acid chloride), C1(=CC=CC=C1)CS(=O)(=O)N (phenylmethanesulfonamide), [H-].[Na+] (sodium hydride), O1CCCC1 (tetrahydrofuran). Yields the product C1(=CC=CC=C1)CS(=O)(=O)NC(C=CC1=C(C=NN1C1=C(C=C(C=C1Cl)C(F)(F)F)Cl)C#N)=O (N-phenylmethanesulfonyl-3-[4-cyano-1-(2,6-dichloro-4-trifluoromethylphenyl)-1H-pyrazol-5-yl]acrylamide). RXN SMILES: [C:1]([C:3]1[CH:4]=[N:5][N:6]([C:13]2[C:18]([Cl:19])=[CH:17][C:16]([C:20]([F:23])([F:22])[F:21])=[CH:15][C:14]=2[Cl:24])[C:7]=1[C:8](=[CH2:12])C(Cl)=O)#[N:2].[C:25]1([CH2:31][S:32]([NH2:35])(=[O:34])=[O:33])[CH:30]=[CH:29][CH:28]=[CH:27][CH:26]=1.[H-].[Na+].[O:38]1CCC[CH2:39]1>>[C:25]1([CH2:31][S:32]([NH:35][C:39](=[O:38])[CH:12]=[CH:8][C:7]2[N:6]([C:13]3[C:14]([Cl:24])=[CH:15][C:16]([C:20]([F:23])([F:21])[F:22])=[CH:17][C:18]=3[Cl:19])[N:5]=[CH:4][C:3]=2[C:1]#[N:2])(=[O:33])=[O:34])[CH:26]=[CH:27][CH:28]=[CH:29][CH:30]=1 |f:2.3|. Procedure: By the method of Example 10, 0.49 g (0.0012 mole) of 3-[[4-cyano-1-(2,6-dichloro-4-trifluoromethylphenyl)-1H-pyrazol-5-yl]acrylic acid chloride, 0.25 g (0.0015 mole) of phenylmethanesulfonamide, and 0.038 g (0.0016 mole) of sodium hydride were reacted in 10 mL of tetrahydrofuran, yielding 0.35 g of N-phenylmethanesulfonyl-3-[4-cyano-1-(2,6-dichloro-4-trifluoromethylphenyl)-1H-pyrazol-5-yl]acrylamide as a solid; m.p. 178°-183° C. The nmr spectrum was consistent with the proposed structure. The reactants are CCN(C(C)C)C(C)C (DIPEA), O (water), COC(COC1=NC=C(C=C1)N)=O ((5-aminopyridin-2-yloxy)acetic acid methyl ester), O=C1N(C(CC1)=O)OC(C1=C(C=C(C=C1)N=[N+]=[N-])O)=O (4-azido-2-hydroxy-benzoic acid 2,5-dioxo-pyrrolidin-1-yl ester). Solvent: C(Cl)Cl (DCM), C(C)(=O)OCC (ethyl acetate). Reaction conditions: time 15 hour. The product is COC(COC1=NC=C(C=C1)NC(C1=C(C=C(C=C1)N=[N+]=[N-])O)=O)=O ([5-(4-Azido-2-Hydroxy-Benzoylamino)Pyridin-2-Yloxy]Acetic Acid Methyl Ester). As a reaction SMILES: [CH3:1][O:2][C:3](=[O:13])[CH2:4][O:5][C:6]1[CH:11]=[CH:10][C:9]([NH2:12])=[CH:8][N:7]=1.O=C1CCC(=O)N1[O:21][C:22](=O)[C:23]1[CH:28]=[CH:27][C:26]([N:29]=[N+:30]=[N-:31])=[CH:25][C:24]=1[OH:32].CCN(C(C)C)C(C)C.O>C(Cl)Cl.C(OCC)(=O)C>[CH3:1][O:2][C:3](=[O:13])[CH2:4][O:5][C:6]1[CH:11]=[CH:10][C:9]([NH:12][C:22](=[O:21])[C:23]2[CH:28]=[CH:27][C:26]([N:29]=[N+:30]=[N-:31])=[CH:25][C:24]=2[OH:32])=[CH:8][N:7]=1. Reported procedure: To a mixture of (5-aminopyridin-2-yloxy)acetic acid methyl ester (40 mg, 0.19 mmol) and 4-azido-2-hydroxy-benzoic acid 2,5-dioxo-pyrrolidin-1-yl ester (50 mg, 0.192 mmol) in DCM (5 mL) was added DIPEA (66 μL, 0.38 mmol). The mixture was stirred for 15 h at an ambient temperature and was poured into water. The aqueous mixture was extracted with ethyl acetate (3×25 mL) and the combined extracts were washed with brine and dried over magnesium sulfate. Filtration and concentration gave a solid resid... Reactants: ClC1=C(C=C(C2=CC=CC=C12)N1CCCC1)O (1-Chloro-4-pyrrolidino-2-naphthol), [H][H] (hydrogen), [H][H] (hydrogen). Reagents/catalysts: [Pd] (palladium on charcoal). The solvent is [OH-].[K+] (potassium hydroxide). Product: N1(CCCC1)C1=CC(=CC2=CC=CC=C12)O (4-pyrrolidino-2-naphthol). Reaction SMILES: Cl[C:2]1[C:11]2[C:6](=[CH:7][CH:8]=[CH:9][CH:10]=2)[C:5]([N:12]2[CH2:16][CH2:15][CH2:14][CH2:13]2)=[CH:4][C:3]=1[OH:17].[H][H]>[OH-].[K+].[Pd]>[N:12]1([C:5]2[C:6]3[C:11](=[CH:10][CH:9]=[CH:8][CH:7]=3)[CH:2]=[C:3]([OH:17])[CH:4]=2)[CH2:16][CH2:15][CH2:14][CH2:13]1 |f:2.3|. Procedure details: 1-Chloro-4-pyrrolidino-2-naphthol (2.47 g;0.010 mol), prepared as described in Example 6(a), was dissolved in 10% aqueous potassium hydroxide (50 ml) and was treated in the presence of palladium on charcoal (1.00 g;5%) at room temperature under 3 atmospheres of hydrogen until a stoichiometric amount of hydrogen was absorbed (approximately 24h). The palladium catalyst was removed by filtration and the filtrate neutralised with glacial acetic acid. The solution was extracted with dichloromethane (... Starting materials: OC1=CC=C(C=2C(C3=C(C=CC(=C3C(C12)=O)NCCNCCO)NCCNCCO)=O)O (1,4-dihydroxy-5,8-bis[[2-(2-hydroxyethylamino)ethyl]amino]anthraquinone), O1C(=CC=C1)C=O (2-furaldehyde). Solvent: C1=CC=CC=C1 (benzene). The product is O1C(=CC=C1)C1OCCN1CCNC1=CC=C(C=2C(C3=C(C=CC(=C3C(C12)=O)O)O)=O)NCCN1C(OCC1)C=1OC=CC1 (1,4-Bis[[2-[2-(2-furyl)-3-oxazolidinyl]ethyl]amino]-5,8-dihydroxyanthraquinone). RXN SMILES: [OH:1][C:2]1[C:15]2[C:14](=[O:16])[C:13]3[C:8](=[C:9]([NH:24][CH2:25][CH2:26][NH:27][CH2:28][CH2:29][OH:30])[CH:10]=[CH:11][C:12]=3[NH:17][CH2:18][CH2:19][NH:20][CH2:21][CH2:22][OH:23])[C:7](=[O:31])[C:6]=2[C:5]([OH:32])=[CH:4][CH:3]=1.[O:33]1[CH:37]=[CH:36][CH:35]=[C:34]1[CH:38]=O>C1C=CC=CC=1>[O:33]1[CH:37]=[CH:36][CH:35]=[C:34]1[CH:38]1[N:27]([CH2:26][CH2:25][NH:24][C:9]2[C:8]3[C:7](=[O:31])[C:6]4[C:15](=[C:2]([OH:1])[CH:3]=[CH:4][C:5]=4[OH:32])[C:14](=[O:16])[C:13]=3[C:12]([NH:17][CH2:18][CH2:19][N:20]3[CH2:3][CH2:2][O:1][CH:21]3[C:22]3[O:23][CH:4]=[CH:5][CH:6]=3)=[CH:11][CH:10]=2)[CH2:28][CH2:29][O:30]1. Reported procedure: A suspension of 3.11 g. of 1,4-dihydroxy-5,8-bis[[2-(2-hydroxyethylamino)ethyl]amino]anthraquinone [prepared as described in Example 1(A)] in 55.0 ml. of benzene containing 2.02 g. of 2-furaldehyde is stirred and heated under reflux using a Dean-Stark trap. A total of 0.2 ml. of water is collected as distillate over a 3 hour period, with no additional water after a total of 7 hours of refluxing. The hot solution is filtered, removing a small amount of blue-black solid. The filtrate is concentrat...